Dataset: the Open Reaction Database (ORD), a public repository of structured organic reaction records. Task: describe an organic reaction: reactants, conditions, products, and yield Starting materials: CCO, COc1cc2ncnc(Cl)c2cc1OC, Nc1ccc2nc(NC(=O)c3cccnc3)sc2c1. The product is COc1cc2ncnc(Nc3ccc4nc(NC(=O)c5cccnc5)sc4c3)c2cc1OC. As a reaction SMILES: [CH3:35][CH2:36][OH:37].[Cl:20][c:21]1[n:22][cH:23][n:24][c:25]2[cH:26][c:27]([O:33][CH3:34])[c:28]([O:31][CH3:32])[cH:29][c:30]12.[NH2:1][c:2]1[cH:3][c:4]2[c:5]([n:6][c:7]([NH:9][C:10]([c:11]3[cH:12][n:13][cH:14][cH:15][cH:16]3)=[O:17])[s:8]2)[cH:18][cH:19]1>>[NH:1]([c:2]1[cH:3][c:4]2[c:5]([n:6][c:7]([NH:9][C:10]([c:11]3[cH:12][n:13][cH:14][cH:15][cH:16]3)=[O:17])[s:8]2)[cH:18][cH:19]1)[c:21]1[n:22][cH:23][n:24][c:25]2[cH:26][c:27]([O:33][CH3:34])[c:28]([O:31][CH3:32])[cH:29][c:30]12. The reactants are CN(CCN1C(C=2C(=C3C(=CC2C1)NC(=N3)C=3C(NC=CC3NC(CC3=C(C=CC(=C3)F)C)C)=O)C)=O)C (6-(2-(dimethylamino)ethyl)-2-(4-(1-(5-fluoro-2-methylphenyl)propan-2-ylamino)-2-oxo-1,2-dihydropyridin-3-yl)-4-methyl-6,7-dihydroimidazo[4,5-f]isoindol-5(1H)-one), C(C)(=O)O (acetic acid). Reagents/catalysts: [Zn] (zinc). The product is CN(CCN1C(C=2C=C3C(=C(C2C1)C)N=C(N3)C=3C(NC=CC3NC(CC3=C(C=CC(=C3)F)C)C)=O)=O)C (6-(2-(Dimethylamino)ethyl)-2-(4-(1-(5-fluoro-2-methylphenyl)propan-2-ylamino)-2-oxo-1,2-dihydropyridin-3-yl)-8-methyl-6,7-dihydroimidazo[4,5-f]isoindol-5(3H)-one). As a reaction SMILES: [CH3:1][N:2]([CH3:38])[CH2:3][CH2:4][N:5]1[CH2:13][C:12]2[CH:11]=[C:10]3[NH:14][C:15]([C:17]4[C:18](=[O:35])[NH:19][CH:20]=[CH:21][C:22]=4[NH:23][CH:24]([CH3:34])[CH2:25][C:26]4[CH:31]=[C:30]([F:32])[CH:29]=[CH:28][C:27]=4[CH3:33])=[N:16][C:9]3=[C:8]([CH3:36])[C:7]=2[C:6]1=O.C(O)(=[O:41])C>[Zn]>[CH3:1][N:2]([CH3:38])[CH2:3][CH2:4][N:5]1[CH2:6][C:7]2[C:8]([CH3:36])=[C:9]3[N:16]=[C:15]([C:17]4[C:18](=[O:35])[NH:19][CH:20]=[CH:21][C:22]=4[NH:23][CH:24]([CH3:34])[CH2:25][C:26]4[CH:31]=[C:30]([F:32])[CH:29]=[CH:28][C:27]=4[CH3:33])[NH:14][C:10]3=[CH:11][C:12]=2[C:13]1=[O:41]. Procedure details: A mixture of 6-(2-(dimethylamino)ethyl)-2-(4-(1-(5-fluoro-2-methylphenyl)propan-2-ylamino)-2-oxo-1,2-dihydropyridin-3-yl)-4-methyl-6,7-dihydroimidazo[4,5-f]isoindol-5(1H)-one (0.27 g, 0.51 mmol), zinc dust (0.33 g, 5.09 mmol), and 8.5 mL of acetic acid was heated at reflux for 13-14 h under an argon atmosphere. Product was separated by a silica gel column using methylene chloride and methanol (85:15 v/v) as eluent to afford 30 mg of the designed compound as yellowish solid. 1H NMR (500 MHz, DMSO...